This data is from the Open Reaction Database (ORD), a public repository of structured organic reaction records. The task is: describe an organic reaction: reactants, conditions, products, and yield Reactants: Cl.N[C@@H](CCC(N)=O)C(=O)N1CCCC1 (Glutaminylpyrrolidinehydrochloride), CN1CCOCC1 (NMM), [N+](=[N-])=C (diazomethane), N([C@@H](C)C(=O)N[C@@H](C(C)C)C(=O)N1[C@H](C(=O)O)CCC1)C(=O)OCC1=CC=CC=C1 (Z-Ala-Val-Pro-OH), Cl.N[C@@H](CCC(N)=O)C(=O)N1CCCC1 (Glutaminylpyrrolidinehydrochloride), Br (HBr). Run in CCOCC (ether), C1CCOC1 (THF). Run at temperature -15 celsius, time 30 minute. The product is N([C@@H](C)C(=O)N[C@@H](C(C)C)C(=O)N1[C@H](C(=O)CBr)CCC1)C(=O)OCC1=CC=CC=C1 (Z-Ala-Val-Pro-CH2—Br). Reaction SMILES: [NH:1]([C:21]([O:23][CH2:24][C:25]1[CH:30]=[CH:29][CH:28]=[CH:27][CH:26]=1)=[O:22])[C@H:2]([C:4](N[C@H](C(N1CCC[C@H]1C(O)=O)=O)C(C)C)=[O:5])[CH3:3].Cl.[NH2:32][C@H:33]([C:39]([N:41]1[CH2:45][CH2:44][CH2:43][CH2:42]1)=[O:40])[CH2:34][CH2:35]C(=O)N.CN1CC[O:50][CH2:49][CH2:48]1.[N+](=[CH2:55])=[N-].[BrH:56]>C1COCC1.CCOCC>[NH:1]([C:21]([O:23][CH2:24][C:25]1[CH:30]=[CH:29][CH:28]=[CH:27][CH:26]=1)=[O:22])[C@H:2]([C:4]([NH:32][C@H:33]([C:39]([N:41]1[CH2:42][CH2:43][CH2:44][C@H:45]1[C:49]([CH2:48][Br:56])=[O:50])=[O:40])[CH:34]([CH3:35])[CH3:55])=[O:5])[CH3:3] |f:1.2|. Procedure: 4 (2.00 g, 4.76 mmol) was dissolved in 15 ml of dry THF and converted into a mixed anhydride (see compound 1) using CAIBE (0.623 ml, 4.76 mmol) and NMM (0.525 ml, 4.76 mmol). The precipitate formed was filtered off and cooled down to −15° C. Then diazomethane (23.8 mmol in 30 ml ether) was dropped into the solution under an argon atmosphere. After leaving the mixture for 1 h at 0° C. 1.27 ml of HBr (33% in AcOH) was added and the solution was stirred for 30 min at room temperature . . . . After ... The reactants are BrC1=CC=C(C=C1)C(F)(F)F (4-bromobenzotrifluoride), II (iodine), [Mg] (magnesium), BrC1=CC=C(C=C1)C(F)(F)F (4-bromobenzotrifluoride), FC(C1=CC=C(C#N)C=C1)(F)F (4-(trifluoromethyl)benzonitrile). Run in CCOCC (Et2O), CCOCC (Et2O), C1(=CC=CC=C1)C (toluene), CO (methanol). Yields the product FC(C1=CC=C(C=C1)C(=N)C1=CC=C(C=C1)C(F)(F)F)(F)F (Bis[4-(trifluoromethyl)phenyl]methanimine). Yield: 68.2%. As a reaction SMILES: Br[C:2]1[CH:7]=[CH:6][C:5]([C:8]([F:11])([F:10])[F:9])=[CH:4][CH:3]=1.II.[Mg].[F:15][C:16]([F:26])([F:25])[C:17]1[CH:24]=[CH:23][C:20]([C:21]#[N:22])=[CH:19][CH:18]=1>CO.C1(C)C=CC=CC=1.CCOCC>[F:9][C:8]([F:11])([F:10])[C:5]1[CH:6]=[CH:7][C:2]([C:21]([C:20]2[CH:19]=[CH:18][C:17]([C:16]([F:15])([F:25])[F:26])=[CH:24][CH:23]=2)=[NH:22])=[CH:3][CH:4]=1. Reported procedure: One part of 4-bromobenzotrifluoride (12.4 g, 55 mmol) and a small quantity of iodine were added to an Et2O suspension (10 mL) of magnesium (1.34 g, 55 mmol) under an argon atmosphere. And, they were heated appropriately. After the reaction start was observed, the remaining Et2O solution (15 mL) of the remaining 4-bromobenzotrifluoride was added slowly. After heat refluxing for one hour, a toluene solution (10 mL) of 4-(trifluoromethyl)benzonitrile (11.8 g, 86 mmol) was added slowly at room tempe... Starting materials: FC1=C(COC=2C=3N(C=C(C2)C(=O)O)C(=C(N3)C)C(N[C@@H](CO)C3=CC=CC=C3)=O)C=CC=C1 (8-[(2-fluorobenzyl)oxy]-3-{[(1R)-2-hydroxy-1-phenylethyl]carbamoyl}-2-methylimidazo[1,2-a]pyridine-6-carboxylic acid), CN1CCOCC1 (4-methylmorpholine), ClC(=O)OCC(C)C (isobutyl chloroformate). The solvent is C(OC)COC (dimethoxyethane). Conditions: time 8 hour. Product: FC1=C(COC=2C=3N(C=C(C2)CO)C(=C(N3)C)C(=O)N[C@@H](CO)C3=CC=CC=C3)C=CC=C1 (8-[(2-fluorobenzyl)oxy]-6-(hydroxymethyl)-N-[(1R)-2-hydroxy-1-phenylethyl]-2-methylimidazo[1,2-a]pyridine-3-carboxamide). Yield: 21.7%. Reaction SMILES: [F:1][C:2]1[CH:34]=[CH:33][CH:32]=[CH:31][C:3]=1[CH2:4][O:5][C:6]1[C:7]2[N:8]([C:15]([C:19](=[O:30])[NH:20][C@H:21]([C:24]3[CH:29]=[CH:28][CH:27]=[CH:26][CH:25]=3)[CH2:22][OH:23])=[C:16]([CH3:18])[N:17]=2)[CH:9]=[C:10]([C:12](O)=[O:13])[CH:11]=1.CN1CCOCC1.ClC(OCC(C)C)=O>C(COC)OC>[F:1][C:2]1[CH:34]=[CH:33][CH:32]=[CH:31][C:3]=1[CH2:4][O:5][C:6]1[C:7]2[N:8]([C:15]([C:19]([NH:20][C@H:21]([C:24]3[CH:25]=[CH:26][CH:27]=[CH:28][CH:29]=3)[CH2:22][OH:23])=[O:30])=[C:16]([CH3:18])[N:17]=2)[CH:9]=[C:10]([CH2:12][OH:13])[CH:11]=1. Reported procedure: To a mixture of 100 mg of 8-[(2-fluorobenzyl)oxy]-3-{[(1R)-2-hydroxy-1-phenylethyl]carbamoyl}-2-methylimidazo[1,2-a]pyridine-6-carboxylic acid, 28 μl of 4-methylmorpholine, and 0.7 ml of dimethoxyethane was added 34 μl of isobutyl chloroformate under ice-cooling, followed by stirring at room temperature overnight. The insoluble material was removed by filtration, and then to the filtrate were added 16 mg of sodium borohydride and 210 μl of methanol under ice-cooling, followed by stirring for 30 ... Starting materials: CN(C(=O)F)SN(C)C (N-methyl-N-(dimethylaminosulfenyl)carbamoyl fluoride), N(O)=C1SCC(NC1(C)C)=O (2-oximino-3,3-dimethyltetrahydro-1,4-thiazin-5-one), O1CCOCC1 (dioxane), [OH-].[K+] (potassium hydroxide). The reagents and catalysts are C1CCC2C(C1)OCCOCCOC3CCCCC3OCCOCCO2 (dicyclohexyl-18-crown-6). The solvent is O (water). Conditions: time 8 hour. Yields the product CN(SN(C(=O)ON=C1SCC(NC1(C)C)=O)C)C (2-[O-(N-Dimethylaminosulfenyl-N-methylcarbamoyl)oximino]-3,3-dimethyltetrahydro-1,4-thiazin-5-one). Isolated yield 68.6%. As a reaction SMILES: [N:1](=[C:3]1[C:8]([CH3:10])([CH3:9])[NH:7][C:6](=[O:11])[CH2:5][S:4]1)[OH:2].O1CCOCC1.[OH-].[K+].[CH3:20][N:21]([S:25][N:26]([CH3:28])[CH3:27])[C:22](F)=[O:23]>C1CC2OCCOCCOC3C(OCCOCCOC2CC1)CCCC3.O>[CH3:27][N:26]([CH3:28])[S:25][N:21]([CH3:20])[C:22]([O:2][N:1]=[C:3]1[C:8]([CH3:9])([CH3:10])[NH:7][C:6](=[O:11])[CH2:5][S:4]1)=[O:23] |f:2.3|. Procedure details: A mixture of 5.8 g of 2-oximino-3,3-dimethyltetrahydro-1,4-thiazin-5-one, 200 ml dioxane, 2.1 g powdered potassium hydroxide and 0.1 g dicyclohexyl-18-crown-6, was charged to a stirred flask and 5.3 g of N-methyl-N-(dimethylaminosulfenyl)carbamoyl fluoride was added at 30° C over a 1-minute period. The reaction mixture was stirred overnight at room temperature and then added to cold water and stirred for 5 minutes. The resulting mixture was extracted with methylene chloride. The methylene chlori... The reactants are O=S(=O)(Cl)c1ccc(F)cc1, NC(Cc1ccc(OCc2ccccc2)cc1)C(=O)O, [Na+], [Na+], O=C([O-])[O-], C1CCOC1, O. Product: O=C(O)C(Cc1ccc(OCc2ccccc2)cc1)NS(=O)(=O)c1ccc(F)cc1. Reaction SMILES: [F:21][c:22]1[cH:23][cH:24][c:25]([S:28](=[O:29])(=[O:30])[Cl:31])[cH:26][cH:27]1.[NH2:1][CH:2]([C:3](=[O:4])[OH:5])[CH2:6][c:7]1[cH:8][cH:9][c:10]([O:13][CH2:14][c:15]2[cH:16][cH:17][cH:18][cH:19][cH:20]2)[cH:11][cH:12]1.[Na+:32].[Na+:33].[O-:34][C:35](=[O:36])[O-:37].[O:38]1[CH2:39][CH2:40][CH2:41][CH2:42]1.[OH2:43]>>[NH:1]([CH:2]([C:3](=[O:4])[OH:5])[CH2:6][c:7]1[cH:8][cH:9][c:10]([O:13][CH2:14][c:15]2[cH:16][cH:17][cH:18][cH:19][cH:20]2)[cH:11][cH:12]1)[S:28]([c:25]1[cH:24][cH:23][c:22]([F:21])[cH:27][cH:26]1)(=[O:29])=[O:30]. Reactants: NC(CO)C (2-amino-1-propanol), [H-].[Na+] (sodium hydride), Cl.ClC1=CC=NC=C1 (4-chloropyridine hydrochloride). Run in CN(C=O)C (N,N-dimethylformamide). Conditions: time 30 minute. Yields the product CC(COC1=CC=NC=C1)N (1-methyl-2-(4-pyridyloxy)ethylamine). Yield: 30.2%. Reaction SMILES: [NH2:1][CH:2]([CH3:5])[CH2:3][OH:4].[H-].[Na+].Cl.Cl[C:10]1[CH:15]=[CH:14][N:13]=[CH:12][CH:11]=1>CN(C)C=O>[CH3:5][CH:2]([NH2:1])[CH2:3][O:4][C:10]1[CH:15]=[CH:14][N:13]=[CH:12][CH:11]=1 |f:1.2,3.4|. Procedure: 6.2 g of 2-amino-1-propanol was added dropwise to a stirred mixture of 4.0 g of 60% sodium hydride and 50 mL of N,N-dimethylformamide at 5° C.-10° C. After the reaction mixture was stirred for 30 minutes, 12.5 g of 4-chloropyridine hydrochloride in limited amounts was added to the reaction mixture. The mixture was stirred for 20 hours at room temperature. After completion of the reaction, the solids were filtered off. The solvent in the filtrate was removed under reduced pressure. The residue wa... Starting materials: O (water), ClC1=C(C=C(C=C1)N1C(N(C(=CC1=O)C(F)(F)F)C)=O)C=O (3-(4-chloro-3-formylphenyl)-2,4-dioxo-1-methyl-6-trifluoromethyl-1,2,3,4-tetrahydropyrimidine), C(#N)CP(OCC)(OCC)=O (diethyl cyanomethylphosphonate), C([O-])([O-])=O.[K+].[K+] (potassium carbonate). Solvent: CN(C=O)C (dimethylformamide), CN(C=O)C (dimethylformamide). Run at time 20 hour. Product: ClC1=C(C=C(C=C1)N1C(N(C(=CC1=O)C(F)(F)F)C)=O)C=CC#N (3-[4-Chloro-3-(2-cyanoethenyl)-phenyl]-2,4-dioxo-1-methyl-6-trifluoromethyl-1,2,3,4-tetrahydropyrimidine). RXN SMILES: [Cl:1][C:2]1[CH:7]=[CH:6][C:5]([N:8]2[C:13](=[O:14])[CH:12]=[C:11]([C:15]([F:18])([F:17])[F:16])[N:10]([CH3:19])[C:9]2=[O:20])=[CH:4][C:3]=1[CH:21]=O.[C:23]([CH2:25]P(=O)(OCC)OCC)#[N:24].C(=O)([O-])[O-].[K+].[K+].O>CN(C)C=O>[Cl:1][C:2]1[CH:7]=[CH:6][C:5]([N:8]2[C:13](=[O:14])[CH:12]=[C:11]([C:15]([F:18])([F:16])[F:17])[N:10]([CH3:19])[C:9]2=[O:20])=[CH:4][C:3]=1[CH:21]=[CH:25][C:23]#[N:24] |f:2.3.4|. Reported procedure: 3.3 g of 3-(4-chloro-3-formylphenyl)-2,4-dioxo-1-methyl-6-trifluoromethyl-1,2,3,4-tetrahydropyrimidine in 30 ml of dimethylformamide were added dropwise to a suspension of 1.8 g of diethyl cyanomethylphosphonate and 1.5 g of potassium carbonate in 120 ml of dimethylformamide, and stirring was carried out for 20 hours at room temperature. Thereafter, 150 ml of water were added and the precipitate which had separated out was isolated, washed with water and petroleum ether and dried. Starting materials: O (Water), CC(C)([O-])C.[Na+] (Sodium tert-butoxide), BrC1=CC(=C(C=C1)C(NC(=O)NC1=CC(=CC=C1)C(F)(F)F)C1=C(CCCC1=O)OCC)OC (1-((4-bromo-2-methoxyphenyl)(2-ethoxy-6-oxocyclohex-1-enyl)methyl)-3-(3-(trifluoromethyl)phenyl)-urea), BrC1=CC(=C(C=C1)C(NC(=O)NC1=CC(=CC=C1)C(F)(F)F)C1=C(CCCC1=O)OCC)OC (1-((4-bromo-2-methoxyphenyl)(2-ethoxy-6-oxocyclohex-1-enyl)methyl)-3-(3-(trifluoromethyl)phenyl)-urea). The solvent is C(C)#N (acetonitrile). Run at time 20 minute. Product: BrC1=CC(=C(C=C1)C1NC(N(C=2CCCC(C12)=O)C1=CC(=CC=C1)C(F)(F)F)=O)OC (4-(4-Bromo-2-methoxyphenyl)-1-(3-(trifluoromethyl)phenyl)-3,4,7,8-tetrahydroquinazoline-2,5(1H,6H)-dione). As a reaction SMILES: CC(C)([O-])C.[Na+].[Br:7][C:8]1[CH:13]=[CH:12][C:11]([CH:14]([C:29]2[C:34](=O)[CH2:33][CH2:32][CH2:31][C:30]=2[O:36]CC)[NH:15][C:16]([NH:18][C:19]2[CH:24]=[CH:23][CH:22]=[C:21]([C:25]([F:28])([F:27])[F:26])[CH:20]=2)=[O:17])=[C:10]([O:39][CH3:40])[CH:9]=1.O>C(#N)C>[Br:7][C:8]1[CH:13]=[CH:12][C:11]([CH:14]2[C:29]3[C:30](=[O:36])[CH2:31][CH2:32][CH2:33][C:34]=3[N:18]([C:19]3[CH:24]=[CH:23][CH:22]=[C:21]([C:25]([F:28])([F:26])[F:27])[CH:20]=3)[C:16](=[O:17])[NH:15]2)=[C:10]([O:39][CH3:40])[CH:9]=1 |f:0.1|. Procedure details: Sodium tert-butoxide (175 mg, 1.82 mmol) is added to a solution of 1-((4-bromo-2-methoxyphenyl)(2-ethoxy-6-oxocyclohex-1-enyl)methyl)-3-(3-(trifluoromethyl)phenyl)-urea (intermediate 49, 760 mg, 1.40 mmol) in acetonitrile (4 mL), and the mixture is shaked in an ultrasound bath for 20 min Water is added, and the mixture is extracted with dichloromethane. The combined organic layers are dried over Na2SO4 and concentrated under reduced pressure. The residue is purified by reversed phase HPLC (Water... Reactants: Cl, NC1CCC(CCN2CCC(c3cccc4c3OCO4)CC2)CC1, O=C(O)c1ccc(F)cc1. The product is O=C(NC1CCC(CCN2CCC(c3cccc4c3OCO4)CC2)CC1)c1ccc(F)cc1. Reaction SMILES: [ClH:1].[O:2]1[CH2:3][O:4][c:5]2[c:6]1[cH:7][cH:8][cH:9][c:10]2[CH:11]1[CH2:12][CH2:13][N:14]([CH2:17][CH2:18][CH:19]2[CH2:20][CH2:21][CH:22]([NH2:25])[CH2:23][CH2:24]2)[CH2:15][CH2:16]1.[OH:26][C:27](=[O:28])[c:29]1[cH:30][cH:31][c:32]([F:33])[cH:34][cH:35]1>>[O:2]1[CH2:3][O:4][c:5]2[c:6]1[cH:7][cH:8][cH:9][c:10]2[CH:11]1[CH2:12][CH2:13][N:14]([CH2:17][CH2:18][CH:19]2[CH2:20][CH2:21][CH:22]([NH:25][C:27](=[O:26])[c:29]3[cH:30][cH:31][c:32]([F:33])[cH:34][cH:35]3)[CH2:23][CH2:24]2)[CH2:15][CH2:16]1. Reactants: O (water), FC1=CC=C(C=C1)[C@@H]1OC[C@@H](C1)CI (cis-2-(4-fluorophenyl)-4-(iodomethyl)tetrahydrofuran), N1CCC(CC1)N1C(NC2=C1C=CC(=C2)Cl)=O (1-(4-piperidyl)-5-chloro-benzimidazolin-2-one), C([O-])([O-])=O.[K+].[K+] (potassium carbonate). Solvent: CN(C=O)C (dimethylformamide). Reaction conditions: temperature 70 celsius, time 16 hour. Product: FC1=CC=C(C=C1)[C@@H]1OC[C@@H](C1)CN1CCC(CC1)N1C(NC2=C1C=CC(=C2)Cl)=O (1-[1-(cis-2-(4-fluorophenyl)-tetrahydro-4-furylmethyl)-4-piperidyl]-5-chloro-benzimidazolin-2-one). Reaction SMILES: [F:1][C:2]1[CH:7]=[CH:6][C:5]([C@H:8]2[CH2:12][C@@H:11]([CH2:13]I)[CH2:10][O:9]2)=[CH:4][CH:3]=1.[NH:15]1[CH2:20][CH2:19][CH:18]([N:21]2[C:25]3[CH:26]=[CH:27][C:28]([Cl:30])=[CH:29][C:24]=3[NH:23][C:22]2=[O:31])[CH2:17][CH2:16]1.C(=O)([O-])[O-].[K+].[K+].O>CN(C)C=O>[F:1][C:2]1[CH:7]=[CH:6][C:5]([C@H:8]2[CH2:12][C@@H:11]([CH2:13][N:15]3[CH2:16][CH2:17][CH:18]([N:21]4[C:25]5[CH:26]=[CH:27][C:28]([Cl:30])=[CH:29][C:24]=5[NH:23][C:22]4=[O:31])[CH2:19][CH2:20]3)[CH2:10][O:9]2)=[CH:4][CH:3]=1 |f:2.3.4|. Reported procedure: A mixture of 1.74 g of cis-2-(4-fluorophenyl)-4-(iodomethyl)tetrahydrofuran, 1.5 g of 1-(4-piperidyl)-5-chloro-benzimidazolin-2-one and 0.8 g of potassium carbonate in 20 ml of dimethylformamide is heated with stirring at 70° C. for 16 hours. The reaction mixture is then poured into water and extracted with ethyl acetate. The extract is washed with water and dried over magnesium sulfate, and the solvent is distilled off under reduced pressure. The crystalline residue is recrystallized from ethan...